From a dataset of the Open Reaction Database (ORD), a public repository of structured organic reaction records. describe an organic reaction: reactants, conditions, products, and yield Starting materials: C(=O)CCCC1=C(C2=CC=CC=C2C(=C1)OC)OC1OCCCC1 (2-(3-formylpropyl)-4-methoxy-1-[(tetrahydro-2H-pyran-2-yl)-oxy]naphthalene), [BH4-].[Na+] (sodium borohydride). Solvent: CO (methanol). Conditions: time 30 minute. Product: COC1=CC(=C(C2=CC=CC=C12)OC1OCCCC1)CCCCO (4-[4-Methoxy-1-[(tetrahydro-2H-pyran-2-yl)oxy]-2-naphthalenyl]-1-butanol). Reaction SMILES: [CH:1]([CH2:3][CH2:4][CH2:5][C:6]1[CH:15]=[C:14]([O:16][CH3:17])[C:13]2[C:8](=[CH:9][CH:10]=[CH:11][CH:12]=2)[C:7]=1[O:18][CH:19]1[CH2:24][CH2:23][CH2:22][CH2:21][O:20]1)=[O:2].[BH4-].[Na+]>CO>[CH3:17][O:16][C:14]1[C:13]2[C:8](=[CH:9][CH:10]=[CH:11][CH:12]=2)[C:7]([O:18][CH:19]2[CH2:24][CH2:23][CH2:22][CH2:21][O:20]2)=[C:6]([CH2:5][CH2:4][CH2:3][CH2:1][OH:2])[CH:15]=1 |f:1.2|. Reported procedure: The starting 2-(3-formylpropyl)-4-methoxy-1-[(tetrahydro-2H-pyran-2-yl)-oxy]naphthalene (0.587 g) is dissolved in 5 ml methanol. This solution is placed under a nitrogen atmosphere and then cooled to 0°-5° C. and solid sodium borohydride (0.10 g) is added in one portion. Vigorous gas evolution ensues and after stirring for 30 min TLC analysis indicates the reduction is complete. The reaction is quenched with saturated aqueous ammonium chloride and then poured into water. The pH is adjusted to 2-... RXN SMILES: [C:1]([CH3:2])([CH3:3])([CH3:4])[O:5][C:6](=[O:7])[NH:8][CH:9]1[CH:10]=[CH:11][C:12]([C:14](=[O:15])[OH:16])([CH2:17][CH2:18][O:19][CH3:20])[CH2:13]1.[CH3:21][OH:22]>>[C:1]([CH3:2])([CH3:3])([CH3:4])[O:5][C:6](=[O:7])[NH:8][CH:9]1[CH2:10][CH2:11][C:12]([C:14](=[O:15])[OH:16])([CH2:17][CH2:18][O:19][CH3:20])[CH2:13]1. Starting materials: COCCC1(C(=O)O)C=CC(NC(=O)OC(C)(C)C)C1, CO. Yields the product COCCC1(C(=O)O)CCC(NC(=O)OC(C)(C)C)C1. As a reaction SMILES: [CH3:30][CH2:31][OH:32].[F:1][c:2]1[c:3]([C:8]2=[CH:12][C:11](=[O:13])[N:10]([CH3:14])[CH:9]2[C:15](=[O:16])[N:17]2[C:18](=[O:29])[O:19][CH2:20][CH:21]2[CH2:22][c:23]2[cH:24][cH:25][cH:26][cH:27][cH:28]2)[cH:4][cH:5][cH:6][cH:7]1>>[F:1][c:2]1[c:3]([CH:8]2[CH:9]([C:15](=[O:16])[N:17]3[C:18](=[O:29])[O:19][CH2:20][CH:21]3[CH2:22][c:23]3[cH:24][cH:25][cH:26][cH:27][cH:28]3)[N:10]([CH3:14])[C:11](=[O:13])[CH2:12]2)[cH:4][cH:5][cH:6][cH:7]1. Starting materials: CCO, CN1C(=O)C=C(c2ccccc2F)C1C(=O)N1C(=O)OCC1Cc1ccccc1. Yields the product CN1C(=O)CC(c2ccccc2F)C1C(=O)N1C(=O)OCC1Cc1ccccc1. Starting materials: [Li+].[OH-] (LiOH), C(C)(C)(C)C1=NN(C(=N1)CC(=O)OCC)CCOC (Ethyl [3-tert-Butyl-1-(2-methoxyethyl)-1H-1,2,4-triazol-5-yl]acetate), Cl (HCl). Solvent: CO (methanol). Conditions: temperature 0 celsius, time 30 minute. Yields the product C(C)(C)(C)C1=NN(C(=N1)CC(=O)O)CCOC ([3-tert-Butyl-1-(2-methoxyethyl)-1H-1,2,4-triazol-5-yl]acetic acid). The yield is 79.7%. As a reaction SMILES: [C:1]([C:5]1[N:9]=[C:8]([CH2:10][C:11]([O:13]CC)=[O:12])[N:7]([CH2:16][CH2:17][O:18][CH3:19])[N:6]=1)([CH3:4])([CH3:3])[CH3:2].[Li+].[OH-].Cl>CO>[C:1]([C:5]1[N:9]=[C:8]([CH2:10][C:11]([OH:13])=[O:12])[N:7]([CH2:16][CH2:17][O:18][CH3:19])[N:6]=1)([CH3:4])([CH3:2])[CH3:3] |f:1.2|. Procedure: Ethyl [3-tert-Butyl-1-(2-methoxyethyl)-1H-1,2,4-triazol-5-yl]acetate (Preparation 115, 23.1 g, 0.086 mol) was dissolved in methanol (150 mL), and 1.9N LiOH (68 mL, 0.13 mol) was added. The mixture was stirred at 0° C. for 30 minutes and concentrated in vacuo at 30° C. Water (70 mL) was added. The resulting mixture was washed with ether (3×100 mL) and neutralized with titrated 2.6N HCl (49.6 mL, 0.13 mol). The resulting precipitate was filtered, washed with water, hexane and dried to afford the t... Reactants: C(C1=CC=CC=C1)N1C[C@H]([C@@H](C1)O)O ((3R,4R)-1-benzylpyrrolidine-3,4-diol), CS(=O)(=O)OCCCCCCCC\C=C/CCCC ((Z)-tetradec-9-enyl methanesulfonate). The product is C(C1=CC=CC=C1)N1C[C@H]([C@@H](C1)OCCCCCCCC\C=C/CCCC)OCCCCCCCC\C=C/CCCC ((3R,4R)-1-Benzyl-3,4-bis((Z)-tetradec-9-enyloxy)pyrrolidine). Reaction SMILES: [CH2:1]([N:8]1[CH2:12][C@@H:11]([OH:13])[C@H:10]([OH:14])[CH2:9]1)[C:2]1[CH:7]=[CH:6][CH:5]=[CH:4][CH:3]=1.CS(O[CH2:20][CH2:21][CH2:22][CH2:23][CH2:24][CH2:25][CH2:26][CH2:27]/[CH:28]=[CH:29]\[CH2:30][CH2:31][CH2:32][CH3:33])(=O)=O>>[CH2:1]([N:8]1[CH2:12][C@@H:11]([O:13][CH2:20][CH2:21][CH2:22][CH2:23][CH2:24][CH2:25][CH2:26][CH2:27]/[CH:28]=[CH:29]\[CH2:30][CH2:31][CH2:32][CH3:33])[C@H:10]([O:14][CH2:33][CH2:32][CH2:31][CH2:30][CH2:29][CH2:28][CH2:27][CH2:26]/[CH:25]=[CH:24]\[CH2:23][CH2:22][CH2:21][CH3:20])[CH2:9]1)[C:2]1[CH:3]=[CH:4][CH:5]=[CH:6][CH:7]=1. Reported procedure: Compound VI-13 (119 mg, 49.5%) was obtained in the same manner as that in Reference Example 1, by using (3R,4R)-1-benzylpyrrolidine-3,4-diol (Diverchim S. A.; 80.0 mg, 0.414 mmol) and (Z)-tetradec-9-enyl methanesulfonate (Nu-Chek Prep, Inc; 301 mg, 1.04 mmol). Starting materials: CC1=CC2=C(NC(C3=C(S2)SC2=C3CCCC2)=O)C=C1 (1,2,3,4-tetrahydro-8-methyl-[1]benzothieno[2,3-b][1,5]benzothiazepin-12(11H)-one), CN1CCNCC1 (1-methylpiperazine), P(=O)(Cl)(Cl)Cl (phosphorus oxychloride), CN(C1=CC=CC=C1)C (N,N-dimethylaniline). Product: CC1=CC2=C(N=C(C3=C(S2)SC2=C3CCCC2)N2CCN(CC2)C)C=C1 (1,2,3,4-tetrahydro-8-methyl-12-(4-methylpiperazin-1-yl)-[1]benzothieno[2,3-b][1,5]benzothiazepine). Reaction SMILES: [CH3:1][C:2]1[CH:20]=[CH:19][C:5]2[NH:6][C:7](=O)[C:8]3[C:13]4[CH2:14][CH2:15][CH2:16][CH2:17][C:12]=4[S:11][C:9]=3[S:10][C:4]=2[CH:3]=1.P(Cl)(Cl)(Cl)=O.CN(C)C1C=CC=CC=1.[CH3:35][N:36]1[CH2:41][CH2:40][NH:39][CH2:38][CH2:37]1>>[CH3:1][C:2]1[CH:20]=[CH:19][C:5]2[N:6]=[C:7]([N:39]3[CH2:40][CH2:41][N:36]([CH3:35])[CH2:37][CH2:38]3)[C:8]3[C:13]4[CH2:14][CH2:15][CH2:16][CH2:17][C:12]=4[S:11][C:9]=3[S:10][C:4]=2[CH:3]=1. Reported procedure: In the same manner as in Example 80 and using 1,2,3,4-tetrahydro-8-methyl-[1]benzothieno[2,3-b][1,5]benzothiazepin-12(11H)-one, phosphorus oxychloride, N,N-dimethylaniline and 1-methylpiperazine, 1,2,3,4-tetrahydro-8-methyl-12-(4-methylpiperazin-1-yl)-[1]benzothieno[2,3-b][1,5]benzothiazepine is obtained. Reactants: C(=O)C1=CC=C(O1)C(=O)O (5-Formyl-furan-2-carboxylic acid), COC(C=1C(C(=O)OC)=C(C=CC1)NCCCCC)=O (3-pentylamino-phthalic acid dimethyl ester), C(=O)(O)[O-].[Na+] (NaHCO3). Yields the product COC(C=1C(C(=O)OC)=C(C=CC1)NCC=1OC(=CC1)C(=O)O)=O (3-[(5-Carboxy-furan-2-ylmethyl)-amino]-phthalic acid dimethyl ester). As a reaction SMILES: [CH:1]([C:3]1[O:7][C:6]([C:8]([OH:10])=[O:9])=[CH:5][CH:4]=1)=O.[CH3:11][O:12][C:13](=[O:30])[C:14]1[C:15](=[C:20]([NH:24]CCCCC)[CH:21]=[CH:22][CH:23]=1)[C:16]([O:18][CH3:19])=[O:17].C([O-])(O)=O.[Na+]>>[CH3:11][O:12][C:13](=[O:30])[C:14]1[C:15](=[C:20]([NH:24][CH2:1][C:3]2[O:7][C:6]([C:8]([OH:10])=[O:9])=[CH:5][CH:4]=2)[CH:21]=[CH:22][CH:23]=1)[C:16]([O:18][CH3:19])=[O:17] |f:2.3|. Procedure details: 5-Formyl-furan-2-carboxylic acid (1 g, 7.14 mmol) was treated in the same manner as described above for the synthesis of 3-pentylamino-phthalic acid dimethyl ester except the combined aqueous NaHCO3 extracts were washed with methylene chloride (1×70 ml) and the pH adjusted to 2–3 by dropwise addition of concentrated HCl. The mixture was then extracted with ethyl acetate (3×75 ml). The combined ethyl acetate extracts were washed with brine (1×100 ml), dried (magnesium sulfate), and filtered. The ...